Dataset: the Open Reaction Database (ORD), a public repository of structured organic reaction records. Task: describe an organic reaction: reactants, conditions, products, and yield Reactants: [H][H] (hydrogen), [NH2-].[Na+] (sodamide), C(CCCCCCC\C=C/CCCCCCCC)(=O)O (oleic acid), CCC(CC)C1=NC=CC=C1 (2-(3-pentyl)pyridine). Run in O (water), C=1(C(=CC=CC1)C)C (xylene). Conditions: temperature 190 celsius. The product is NC1=NC(=CC=C1)C(CC)CC (2 -amino-6-(3-pentyl)pyridine). Isolated yield 99.6%. Reaction SMILES: [NH2-:1].[Na+].C(O)(=O)CCCCCCC/C=C\CCCCCCCC.[CH3:23][CH2:24][CH:25]([C:28]1[CH:33]=[CH:32][CH:31]=[CH:30][N:29]=1)[CH2:26][CH3:27].[H][H]>O.C1(C)C(C)=CC=CC=1>[NH2:1][C:30]1[CH:31]=[CH:32][CH:33]=[C:28]([CH:25]([CH2:26][CH3:27])[CH2:24][CH3:23])[N:29]=1 |f:0.1|. Procedure details: A mixture of 105.8 g (2.71 moles) of sodamide and 332 g of xylene containing 1.0 cc of oleic acid was placed in a liter Magne Drive, equipped as described in Example 15. The autoclave was closed and purged of air with nitrogen and pressurized to 100 psig with nitrogen. The pressure relief valve was set at 100 psig. Cooling water was turned on the reflux condenser. The mixture was heated with stirring to 190° C. and 235.0 g (1.58 moles) of 2-(3-pentyl)pyridine was started adding from a Fisher-por... Reagents/catalysts: [Cu+] (Copper (I)), [Cu] (copper). Reaction SMILES: Br[C:2]1[C:11]2[C:6](=[CH:7][C:8]([S:13]([OH:16])(=[O:15])=[O:14])=[CH:9][C:10]=2[OH:12])[CH:5]=[C:4]([S:17]([OH:20])(=[O:19])=[O:18])[CH:3]=1.[CH3:21][N:22](C)C=O>O.[Cu+].[Cu]>[C:21]([C:2]1[C:11]2[C:6](=[CH:7][C:8]([S:13]([OH:16])(=[O:15])=[O:14])=[CH:9][C:10]=2[OH:12])[CH:5]=[C:4]([S:17]([OH:20])(=[O:19])=[O:18])[CH:3]=1)#[N:22]. Product: C(#N)C1=CC(=CC2=CC(=CC(=C12)O)S(=O)(=O)O)S(=O)(=O)O (1-cyano-8-hydroxynaphthalene-3,6-disulfonic acid). Reactants: BrC1=CC(=CC2=CC(=CC(=C12)O)S(=O)(=O)O)S(=O)(=O)O (1-Bromo-8-hydroxynaphthalene-3,6-disulfonic acid), CN(C=O)C (N,N-dimethylformamide). Solvent: O (water). Yield: 67.0%. Procedure: 1-Bromo-8-hydroxynaphthalene-3,6-disulfonic acid (51% strength, 15.0 g, 0.02 mol, prepared as in Example 31, stage 1) was stirred in N,N-dimethylformamide (100 mls). Copper (I) cyamide (2.0 g, 0.022 mol) was added and the mixture boiled under reflux until HPLC analysis indicated complete reaction. In this example 5 hours was required. If necessary further copper cyamide could be added during the reaction. The reaction mixture was cooled down and a small amount of insoluble material removed by fi... Reactants: O (water), C([O-])([O-])=O.[K+].[K+] (potassium carbonate), C(C)(=O)C(C(=O)OCC)=NO (ethyl 2-acetyl-2-hydroxyiminoacetate), S(=O)(=O)(OC)OC (dimethyl sulfate). Run in CC(=O)C (acetone). Reaction conditions: time 3 hour. The product is C(C)(=O)C(C(=O)OCC)=NOC (ethyl 2-acetyl-2-methoxyiminoacetate). Isolated yield 94.5%. RXN SMILES: [C:1](=O)([O-])[O-].[K+].[K+].[C:7]([C:10](=[N:16][OH:17])[C:11]([O:13][CH2:14][CH3:15])=[O:12])(=[O:9])[CH3:8].S(OC)(OC)(=O)=O.O>CC(C)=O>[C:7]([C:10](=[N:16][O:17][CH3:1])[C:11]([O:13][CH2:14][CH3:15])=[O:12])(=[O:9])[CH3:8] |f:0.1.2|. Procedure details: 234 g of potassium carbonate were added at 10° C. under a nitrogen atmosphere to a mixture of 180 g of raw ethyl 2-acetyl-2-hydroxyiminoacetate in 900 ml of pure acetone and then 103 ml of dimethyl sulfate were added thereto. The mixture was stirred at room temperature for 3 hours and was then poured into ice and 4 liters of water were added. The mixture was extracted with methylene chloride and the extracts were washed with water, dried and distilled to dryness to obtain 185 g of ethyl 2-acetyl... Reactants: C(=O)([O-])[O-].[K+].[K+] (K2CO3), BrC1=CC=C(C=C1)S(=O)(=O)N[C@H](C(=S)NC1=CC=C(C=C1)CC(=O)OCC)CCC ((S)-2-(4-bromobenzenesulfonylamino)-N-(4-(ethoxycarbonylmethyl)phenyl)-4-methylthiobutanamide). Solvent: O (water), C(C)O (ethanol). Reaction conditions: time 8 hour. Product: BrC1=CC=C(C=C1)S(=O)(=O)N[C@H](C(=S)NC1=CC=C(C=C1)CC(=O)O)CCC ((S)-2-(4-bromobenzenesulfonylamino)-N-(4-(carboxymethyl)phenyl)-4-methylthiobutanamide). The yield is 68.8%. As a reaction SMILES: C([O-])([O-])=O.[K+].[K+].[Br:7][C:8]1[CH:13]=[CH:12][C:11]([S:14]([NH:17][C@@H:18]([CH2:34][CH2:35][CH3:36])[C:19]([NH:21][C:22]2[CH:27]=[CH:26][C:25]([CH2:28][C:29]([O:31]CC)=[O:30])=[CH:24][CH:23]=2)=[S:20])(=[O:16])=[O:15])=[CH:10][CH:9]=1>O.C(O)C>[Br:7][C:8]1[CH:9]=[CH:10][C:11]([S:14]([NH:17][C@@H:18]([CH2:34][CH2:35][CH3:36])[C:19]([NH:21][C:22]2[CH:27]=[CH:26][C:25]([CH2:28][C:29]([OH:31])=[O:30])=[CH:24][CH:23]=2)=[S:20])(=[O:16])=[O:15])=[CH:12][CH:13]=1 |f:0.1.2|. Reported procedure: A solution of K2CO3 (962 mg) in water (15 ml) was added to a solution of (S)-2-(4-bromobenzenesulfonylamino)-N-(4-(ethoxycarbonylmethyl)phenyl)-4-methylthiobutanamide (1.23 g) in ethanol (50 ml). The whole was stirred at room temperature overnight under argon. The reaction mixture was concentrated under reduced pressure. It was repeated 3 times in order to remove ethanol completely that a small amount of purified water was added to the residue, and then the mixture was concentrated under reduced... Starting materials: Cc1c(Br)cccc1NC(=O)c1cc(F)ccc1CBr, C1CCOC1, CC(C)(C)[O-], [Na+], O. Product: Cc1c(Br)cccc1N1Cc2ccc(F)cc2C1=O. Reaction SMILES: [Br:1][c:2]1[c:3]([CH3:20])[c:4]([NH:8][C:9]([c:10]2[c:11]([CH2:17][Br:18])[cH:12][cH:13][c:14]([F:16])[cH:15]2)=[O:19])[cH:5][cH:6][cH:7]1.[CH2:27]1[O:28][CH2:29][CH2:30][CH2:31]1.[CH3:21][C:22]([CH3:23])([O-:24])[CH3:25].[Na+:26].[OH2:32]>>[Br:1][c:2]1[c:3]([CH3:20])[c:4]([N:8]2[C:9](=[O:19])[c:10]3[c:11]([cH:12][cH:13][c:14]([F:16])[cH:15]3)[CH2:17]2)[cH:5][cH:6][cH:7]1. Reactants: CNC1=CC=CC2=CC=CC(=C12)NC (N,N'-dimethyl-1,8-naphthalene diamine), C(CCCCCCCCCCCC)=O (tridecanal). Product: CN1C(N(C2=CC=CC3=CC=CC1=C23)C)CCCCCCCCCCCC (2,3-dihydro-1,3-dimethyl-2-dodecylperimidine). Procedure: N,N'-dimethyl-1,8-naphthalene diamine was first prepared and condensed with tridecanal to give 2,3-dihydro-1,3-dimethyl-2-dodecylperimidine. The 2,3-dihydroperimidine was coupled with the his diazonium salt prepared in Example 12 to give the above blue dye. Reaction SMILES: [CH3:1][NH:2][C:3]1[C:12]2[C:7](=[CH:8][CH:9]=[CH:10][C:11]=2[NH:13][CH3:14])[CH:6]=[CH:5][CH:4]=1.[CH:15](=O)[CH2:16][CH2:17][CH2:18][CH2:19][CH2:20][CH2:21][CH2:22][CH2:23][CH2:24][CH2:25][CH2:26][CH3:27]>>[CH3:14][N:13]1[C:11]2=[C:12]3[C:7](=[CH:8][CH:9]=[CH:10]2)[CH:6]=[CH:5][CH:4]=[C:3]3[N:2]([CH3:1])[CH:15]1[CH2:16][CH2:17][CH2:18][CH2:19][CH2:20][CH2:21][CH2:22][CH2:23][CH2:24][CH2:25][CH2:26][CH3:27].